From a dataset of the Open Reaction Database (ORD), a public repository of structured organic reaction records. describe an organic reaction: reactants, conditions, products, and yield Reactants: COC(=O)C1(CC2=CC=CC=C2C1)NC(C1=CC(=C(C=C1)OC)O)=O (2-(3-hydroxy-4-methoxy-benzoylamino)-indane-2-carboxylic acid methyl ester), C([O-])([O-])=O.[K+].[K+] (potassium carbonate), ClC=1C=C(C=CC1)C(COS(=O)(=O)C(F)(F)F)(F)F (Trifluoromethanesulfonic acid 2-(3-chloro-phenyl)-2,2-difluoro-ethyl ester). Run in CC(=O)C (acetone), CN(C)C=O (DMF). Reaction conditions: time 3 day. The product is COC(=O)C1(CC2=CC=CC=C2C1)NC(C1=CC(=C(C=C1)OC)OCC(F)(F)C1=CC(=CC=C1)Cl)=O (2-{3-[2-(3-Chloro-phenyl)-2,2-difluoro-ethoxy]-4-methoxy-benzoylamino}-indane-2-carboxylic acid methyl ester). Yield: 5.8%. Reaction SMILES: [CH3:1][O:2][C:3]([C:5]1([NH:14][C:15](=[O:25])[C:16]2[CH:21]=[CH:20][C:19]([O:22][CH3:23])=[C:18]([OH:24])[CH:17]=2)[CH2:13][C:12]2[C:7](=[CH:8][CH:9]=[CH:10][CH:11]=2)[CH2:6]1)=[O:4].C(=O)([O-])[O-].[K+].[K+].[Cl:32][C:33]1[CH:34]=[C:35]([C:39]([F:50])([F:49])[CH2:40]OS(C(F)(F)F)(=O)=O)[CH:36]=[CH:37][CH:38]=1>CC(C)=O.CN(C=O)C>[CH3:1][O:2][C:3]([C:5]1([NH:14][C:15](=[O:25])[C:16]2[CH:21]=[CH:20][C:19]([O:22][CH3:23])=[C:18]([O:24][CH2:40][C:39]([C:35]3[CH:36]=[CH:37][CH:38]=[C:33]([Cl:32])[CH:34]=3)([F:49])[F:50])[CH:17]=2)[CH2:6][C:7]2[C:12](=[CH:11][CH:10]=[CH:9][CH:8]=2)[CH2:13]1)=[O:4] |f:1.2.3|. Reported procedure: To a mixture of 230 mg (0.67 mmol) of 2-(3-hydroxy-4-methoxy-benzoylamino)-indane-2-carboxylic acid methyl ester and 227 mg (1.62 mmol) of potassium carbonate in 6 ml of acetone and 1.7 ml of DMF was added slowly a solution of 437 mg (1.65 mmol) of the compound of step 2. The reaction mixture was stirred for 3 d at room temperature and then evaporated. The residue was purified by preparative RP HPLC (water/ACN gradient) to give 20 mg of the title compound. The reactants are C([O-])(O)=O.[Na+] (sodium bicarbonate), solution, BrCCCCl (1-bromo-3-chloropropane), COC1=CC=C(C=C1)S (4-methoxythiophenol), solution, [H-].[Na+] (sodium hydride). Solvent: CN(C=O)C (dimethylformamide), CN(C=O)C (dimethylformamide). Yields the product ClCCCSC1=CC=C(C=C1)OC (1-Chloro-3-(4-methoxyphenylthio)propane). Yield: 90.2%. As a reaction SMILES: [CH3:1][O:2][C:3]1[CH:8]=[CH:7][C:6]([SH:9])=[CH:5][CH:4]=1.[H-].[Na+].Br[CH2:13][CH2:14][CH2:15][Cl:16].C(=O)(O)[O-].[Na+]>CN(C)C=O>[Cl:16][CH2:15][CH2:14][CH2:13][S:9][C:6]1[CH:7]=[CH:8][C:3]([O:2][CH3:1])=[CH:4][CH:5]=1 |f:1.2,4.5|. Procedure: With stirring at room temperature, 5.6 g (39.9 mmols) of 4-methoxythiophenol was added by small portions to 20 ml of a solution of 0.98 g (40.8 mmols) of sodium hydride in dimethylformamide. The solution was dropwise added to 40 ml of a solution of 6.3 g (40.0 mmols) of 1-bromo-3-chloropropane in dimethylformamide with stirring under ice cooling. The mixture was stirred under ice cooling for further an hour. After the reaction, an aqueous saturated sodium bicarbonate solution was added to the mi...